This data is from the Open Reaction Database (ORD), a public repository of structured organic reaction records. The task is: describe an organic reaction: reactants, conditions, products, and yield The reactants are CO, [Li+], [OH-], O=C(O)C1CCCN1S(=O)(=O)c1ccccc1. The product is COC(=O)C1CCCN1S(=O)(=O)c1ccccc1. As a reaction SMILES: [CH3:20][OH:21].[Li+:19].[OH-:18].[c:1]1([S:7](=[O:8])(=[O:9])[N:10]2[CH:11]([C:12](=[O:13])[OH:14])[CH2:15][CH2:16][CH2:17]2)[cH:2][cH:3][cH:4][cH:5][cH:6]1>>[c:1]1([S:7](=[O:8])(=[O:9])[N:10]2[CH:11]([C:12]([O:13][CH3:20])=[O:14])[CH2:15][CH2:16][CH2:17]2)[cH:2][cH:3][cH:4][cH:5][cH:6]1. Reactants: C1CCOC1, COC(=O)CCC(C(N)=O)N1Cc2c(OCc3cc(Cl)ccc3Cl)cccc2C1=O, CC(C)(C)[O-], Cl, [K+], [Na+], O=C([O-])O. Yields the product O=C1CCC(N2Cc3c(OCc4cc(Cl)ccc4Cl)cccc3C2=O)C(=O)N1. As a reaction SMILES: [CH2:43]1[O:44][CH2:45][CH2:46][CH2:47]1.[CH3:1][O:2][C:3]([CH2:4][CH2:5][CH:6]([N:7]1[C:8](=[O:26])[c:9]2[cH:10][cH:11][cH:12][c:13]([O:16][CH2:17][c:18]3[c:19]([Cl:25])[cH:20][cH:21][c:22]([Cl:24])[cH:23]3)[c:14]2[CH2:15]1)[C:27]([NH2:28])=[O:29])=[O:30].[CH3:31][C:32]([CH3:33])([O-:34])[CH3:35].[ClH:37].[K+:36].[Na+:42].[O-:38][C:39]([OH:40])=[O:41]>>[C:3]1(=[O:30])[CH2:4][CH2:5][CH:6]([N:7]2[C:8](=[O:26])[c:9]3[cH:10][cH:11][cH:12][c:13]([O:16][CH2:17][c:18]4[c:19]([Cl:25])[cH:20][cH:21][c:22]([Cl:24])[cH:23]4)[c:14]3[CH2:15]2)[C:27](=[O:29])[NH:28]1. The reactants are IN1C(CCC1=O)=O (N-iodosuccinimide), CC(C(=O)O[C@H]1C[C@@H](O[C@@H]1COC(C(C)C)=O)C1=CNC=2N=C(N=C(C21)OC)NC=O)C ((2-Deoxy-3,5-di-O-(2-methylpropionyl)-β-D-erythropentofuranosyl]-4-methoxy-2-[(formyl)amino]-7H-pyrrolo[2,3-d]pyrimidine), ClC1=CN(C=2N=C(N=C(C21)OC)NC=O)[C@H]2C[C@H](OC(C(C)C)=O)[C@H](O2)COC(C(C)C)=O (5-Chloro-7-[2-deoxy-3,5-di-O-(2-methylpropionyl)-β-D-erythropentofuranosyl]-2-[(formyl)amino]-4-methoxy-7H-pyrrolo[2,3-d]pyrimidine). Solvent: C1CCCCC1 (cyclohexane). Reaction conditions: time 23 hour. Product: CC(C(=O)O[C@H]1C[C@@H](O[C@@H]1COC(C(C)C)=O)N1C=C(C2=C1N=C(N=C2OC)NC=O)I)C (7-[2-Deoxy-3,5-di-O-(2-methylpropionyl)-β-D-erythropentofuranosyl]-2-[(formyl)amino]-5-iodo-4-methoxy-7H-pyrrolo[2,3-d]pyrimidine), crystals. The yield is 92.0%. Reaction SMILES: Cl[C:2]1[C:10]2[C:9]([O:11][CH3:12])=[N:8][C:7]([NH:13][CH:14]=[O:15])=[N:6][C:5]=2[N:4]([C@@H:16]2[O:26][C@H:25]([CH2:27][O:28][C:29](=[O:33])[CH:30]([CH3:32])[CH3:31])[C@@H:18]([O:19][C:20](=[O:24])[CH:21]([CH3:23])[CH3:22])[CH2:17]2)[CH:3]=1.CC(C)C(O[C@@H]1[C@@H](COC(=O)C(C)C)O[C@@H](C2C3C(OC)=NC(NC=O)=NC=3NC=2)C1)=O.[I:66]N1C(=O)CCC1=O>C1CCCCC1>[CH3:22][CH:21]([CH3:23])[C:20]([O:19][C@@H:18]1[C@@H:25]([CH2:27][O:28][C:29](=[O:33])[CH:30]([CH3:32])[CH3:31])[O:26][C@@H:16]([N:4]2[C:5]3[N:6]=[C:7]([NH:13][CH:14]=[O:15])[N:8]=[C:9]([O:11][CH3:12])[C:10]=3[C:2]([I:66])=[CH:3]2)[CH2:17]1)=[O:24]. Reported procedure: Compound (46) is prepared as described for compound (45) by proceeding from compound (18) (500 mg, 1.11 mmol) and N-iodosuccinimide (264 mg, 1.16 mmol). The duration of the reaction is 23 h. Colorless crystals (590 mg, 92%) are obtained from cyclohexane. 1H-NMR ([D6] DMSO): δ=1.9 (d, J=7.0, CH3), 1.15 (d, J=7.0, CH3), 2.46, 2.60, 2.89 (3 m, CH and Hα,β—C(2′)), 4.06 (s, OCH3), 4.17 (m, H—C(5′)), 4.27 (m, H—C(4′)), 5.35 (m, H—C(3′)), 6.46 (m, H—C(1′)), 7.62 (8, H—C(6)), 9.55 (d, J=9.7, NH), 10.81 ... The reactants are CCO, O=[N+]([O-])c1ccc2c(c1)S(=O)(=O)NC(C1CCCCC1)=N2, [Na+], [OH-]. Yields the product Nc1ccc2c(c1)S(=O)(=O)NC(C1CCCCC1)=N2. RXN SMILES: [CH3:22][CH2:23][OH:24].[CH:1]1([C:7]2=[N:12][c:11]3[c:10]([cH:16][c:15]([N+:17]([O-:18])=[O:19])[cH:14][cH:13]3)[S:9](=[O:20])(=[O:21])[NH:8]2)[CH2:2][CH2:3][CH2:4][CH2:5][CH2:6]1.[Na+:26].[OH-:25]>>[CH:1]1([C:7]2=[N:12][c:11]3[c:10]([cH:16][c:15]([NH2:17])[cH:14][cH:13]3)[S:9](=[O:20])(=[O:21])[NH:8]2)[CH2:2][CH2:3][CH2:4][CH2:5][CH2:6]1. Starting materials: FC(C(=O)O)(F)F.FC(C(=O)O)(F)F.FC(C(=O)O)(F)F.ClC=1C=NC=2NC=3C=NC=C(CCC4=C(C=CC(NC1N2)=C4)NC(CC4CCNCC4)=O)C3 (N-[6-chloro-2,4,8,18,22-pentaazatetracyclo[14.3.1.1(3,7).1(9,13)]docosa-1(20),3(22),4,6,9(21),10,12,16,18-nonaen-12-yl]-2-piperidin-4-ylacetamide tris(trifluoroacetate)), FC1=CC(=CC=C1)N=C=O (1-fluoro-3-isocyanatobenzene). Product: FC(C(=O)O)(F)F.FC(C(=O)O)(F)F.ClC=1C=NC=2NC=3C=NC=C(CCC4=C(C=CC(NC1N2)=C4)NC(CC4CCN(CC4)C(=O)NC4=CC(=CC=C4)F)=O)C3 (4-(2-{[6-Chloro-2,4,8,18,22-pentaazatetracyclo[14.3.1.1(3,7).1(9,13)]docosa-1(20),3(22),4,6,9(21),10,12,16,18-nonaen-12-yl]amino}-2-oxoethyl)-N-(3-fluorophenyl)piperidine-1-carboxamide bis(trifluoroacetate)). Yield: 39.0%. As a reaction SMILES: [F:1][C:2]([F:7])([F:6])[C:3]([OH:5])=[O:4].[F:8][C:9]([F:14])([F:13])[C:10]([OH:12])=[O:11].FC(F)(F)C(O)=O.[Cl:22][C:23]1[CH:24]=[N:25][C:26]2[NH:27][C:28]3[CH:29]=[N:30][CH:31]=[C:32]([CH:54]=3)[CH2:33][CH2:34][C:35]3[CH:43]=[C:39]([NH:40][C:41]=1[N:42]=2)[CH:38]=[CH:37][C:36]=3[NH:44][C:45](=[O:53])[CH2:46][CH:47]1[CH2:52][CH2:51][NH:50][CH2:49][CH2:48]1.[F:55][C:56]1[CH:61]=[CH:60][CH:59]=[C:58]([N:62]=[C:63]=[O:64])[CH:57]=1>>[F:1][C:2]([F:7])([F:6])[C:3]([OH:5])=[O:4].[F:8][C:9]([F:14])([F:13])[C:10]([OH:12])=[O:11].[Cl:22][C:23]1[CH:24]=[N:25][C:26]2[NH:27][C:28]3[CH:29]=[N:30][CH:31]=[C:32]([CH:54]=3)[CH2:33][CH2:34][C:35]3[CH:43]=[C:39]([NH:40][C:41]=1[N:42]=2)[CH:38]=[CH:37][C:36]=3[NH:44][C:45](=[O:53])[CH2:46][CH:47]1[CH2:52][CH2:51][N:50]([C:63]([NH:62][C:58]2[CH:59]=[CH:60][CH:61]=[C:56]([F:55])[CH:57]=2)=[O:64])[CH2:49][CH2:48]1 |f:0.1.2.3,5.6.7|. Reported procedure: The desired compound was prepared according to the procedure of Example A9, step H using N-[6-chloro-2,4,8,18,22-pentaazatetracyclo[14.3.1.1(3,7).1(9,13)]docosa-1(20),3(22),4,6,9(21),10,12,16,18-nonaen-12-yl]-2-piperidin-4-ylacetamide tris(trifluoroacetate) and 1-fluoro-3-isocyanatobenzene as starting materials in 39% yield. LCMS for C31H31ClFN8O2 (M+H)+: m/z=601.2. Reactants: C[C@@H]1CC[C@H]([C@@H](C1)O)C(C)C (L-menthol). The reagents and catalysts are [Ni] (nickel). The product is C[C@@H]1CC[C@H]([C@@H](C1)O)C(=C)C (L-isopulegol). Reaction SMILES: [CH3:1][C@H:2]1[CH2:7][C@@H:6]([OH:8])[C@H:5]([CH:9]([CH3:11])[CH3:10])[CH2:4][CH2:3]1>[Ni]>[CH3:1][C@H:2]1[CH2:7][C@@H:6]([OH:8])[C@H:5]([C:9]([CH3:11])=[CH2:10])[CH2:4][CH2:3]1. Reported procedure: In the middle of the column at a height of 331 cm, 900 g/h of liquid L-menthol of synthetic origin were fed to the dividing wall column in the feed section of the dividing wall, which had been obtained by catalytic hydrogenation of L-isopulegol over a nickel catalyst, and comprised 99.39 GC area % L-menthol, 0.29 GC area % isopulegol, 0.25 GC area % neomenthol and 0.011 GC area % isomenthol, and also 0.044 GC area % neoisomenthol. The column was operated at top pressure 50 mbar and a return rate...